Dataset: the Open Reaction Database (ORD), a public repository of structured organic reaction records. Task: describe an organic reaction: reactants, conditions, products, and yield The reactants are BrC1=CC=2C(=NC=CN2)N=C1 (7-Bromo-pyrido[2,3-b]pyrazine), C(CCC)C(=C(CCCC)CCCC)[Sn] (tributylvinyltin), [Li+].[Cl-] (LiCl). The reagents and catalysts are [Pd].C1(=CC=CC=C1)P(C1=CC=CC=C1)C1=CC=CC=C1.C1(=CC=CC=C1)P(C1=CC=CC=C1)C1=CC=CC=C1.C1(=CC=CC=C1)P(C1=CC=CC=C1)C1=CC=CC=C1.C1(=CC=CC=C1)P(C1=CC=CC=C1)C1=CC=CC=C1 (tetrakis(triphenylphosphine) palladium). Run in C1(=CC=CC=C1)C (toluene). Reaction conditions: temperature 100 celsius, time 2 hour. Yields the product C(=C)C1=CC=2C(=NC=CN2)N=C1 (7-Vinyl-pyrido[2,3-b]pyrazine). Yield: 58.9%. As a reaction SMILES: Br[C:2]1[CH:11]=[N:10][C:5]2=[N:6][CH:7]=[CH:8][N:9]=[C:4]2[CH:3]=1.[CH2:12](C([Sn])=C(CCCC)CCCC)[CH2:13]CC.[Li+].[Cl-]>C1(C)C=CC=CC=1.[Pd].C1(P(C2C=CC=CC=2)C2C=CC=CC=2)C=CC=CC=1.C1(P(C2C=CC=CC=2)C2C=CC=CC=2)C=CC=CC=1.C1(P(C2C=CC=CC=2)C2C=CC=CC=2)C=CC=CC=1.C1(P(C2C=CC=CC=2)C2C=CC=CC=2)C=CC=CC=1>[CH:12]([C:2]1[CH:11]=[N:10][C:5]2=[N:6][CH:7]=[CH:8][N:9]=[C:4]2[CH:3]=1)=[CH2:13] |f:2.3,5.6.7.8.9,^1:13|. Procedure details: 7-Bromo-pyrido[2,3-b]pyrazine (560 mg, 2.7 mmol) was suspended in toluene (25 ml) with tributylvinyltin (2.30 ml, 8.1 mmol), tetrakis(triphenylphosphine) palladium (106 mg, 106 mmol) and LiCl (336 mg, 8.06 mmol). The mixture was heated to 100° C. under a nitrogen atmosphere. After 2 h, the reaction was complete and the toluene was removed under vacuum. The crude was taken up in ethyl acetate and washed three times with a 1 N HCl solution. The combined acid washings were washed twice with ethyl a... Reactants: C(=C=C)[C@@H]1CCC(N1)=O ((5S)-5-(1,2-Propadienyl)pyrrolidin-2-one), Cl (HCl), O (H2O). Yields the product N[C@@H](CCC(=O)O)C=C=C ((4S)-4-amino-5,6-heptadienoic acid). Yield: 80.0%. As a reaction SMILES: [CH:1]([C@H:4]1[NH:8][C:7](=[O:9])[CH2:6][CH2:5]1)=[C:2]=[CH2:3].Cl.[OH2:11]>>[NH2:8][C@H:4]([CH:1]=[C:2]=[CH2:3])[CH2:5][CH2:6][C:7]([OH:9])=[O:11]. Procedure: A solution of (5S)-5-(1,2-propadienyl)pyrrolidin-2-one (37) (1.1 g, 9.0 mmol), 5N HCl (10 mL) and H2O (4 mL) was heated to 80° C. for 18 hours. the solution was cooled, concentrated and neutralized to pH 6 with 1N NaOH. This solution was put on a Dowex 1×2-100 ion exchange column (OH) form. The column was rinsed with distilled H2O (800 mL) and the compound was removed with 0.5N acetic acid. Lyophilization gave (4S)-4-amino-5,6-heptadienoic acid as an off-white foamy solid (1.01 g, 80%). Starting materials: ethyl, product, C(C)(=O)OC(CCCN(S(=O)C)CCCCCCC(=O)OCC)CCCCC (ethyl 7-[N-(4-acetoxynonyl)methanesulfinamido]heptanoate), C(CCCCCC)(=O)ONS(=O)(=O)C (methanesulfonamido heptanoate), CS(=O)NCCCCCCC(=O)OCC (ethyl 7-(methanesulfinamido)heptanoate). The product is C(C)C(C(=O)O)CCCCCN(S(=O)(=O)C)C\C=C\C(CCCCC)OC(C)=O (ethyl 7-[N-(4-acetoxy-(E)-2-nonenyl)methanesulfonamido]heptanoic acid). RXN SMILES: [C:1](ONS(C)(=O)=O)(=O)[CH2:2]CCCCC.CS(NCCCCCCC(OCC)=O)=[O:17].[C:30]([O:33][CH:34]([CH2:53][CH2:54][CH2:55][CH2:56][CH3:57])[CH2:35][CH2:36][CH2:37][N:38]([CH2:42][CH2:43][CH2:44][CH2:45][CH2:46][CH2:47][C:48]([O:50]CC)=[O:49])[S:39]([CH3:41])=[O:40])(=[O:32])[CH3:31]>>[CH2:1]([CH:47]([CH2:46][CH2:45][CH2:44][CH2:43][CH2:42][N:38]([CH2:37]/[CH:36]=[CH:35]/[CH:34]([O:33][C:30](=[O:32])[CH3:31])[CH2:53][CH2:54][CH2:55][CH2:56][CH3:57])[S:39]([CH3:41])(=[O:40])=[O:17])[C:48]([OH:50])=[O:49])[CH3:2]. Procedure: The synthesis of this compound is carried out as described in Example 1 except that, in Step A, the ethyl 7-(methanesulfonamido heptanoate is replaced by an equimolar amount of ethyl 7-(methanesulfinamido)heptanoate (Example T). The product of Step A is thus ethyl 7-[N-(4-acetoxynonyl)methanesulfinamido]heptanoate. The subsequent step yields 7-[N-(4-hydroxynonyl)methanesulfinamido]heptanoic acid (B). Starting materials: N(N)C1=CC(N(C(N1CC(C)C)=O)C)=O (6-hydrazino-1-isobutyl-3-methylpyrimidine-2,4(1H,3H)-dione), FC=1C=C2C(=CC=NC2=CC1)C=O (6-fluoroquinoline-4-carbaldehyde), CN1C(=CC(=C1)C(CC)=O)C=O (1-methyl-4-propionyl-1H-pyrrole-2-carbaldehyde). The product is FC=1C=C2C(=CC=NC2=CC1)CN1N=C2N(C(N(C(C2=C1C=1N(C=C(C1)C(CC)=O)C)=O)C)=O)CC(C)C (2-[(6-fluoroquinolin-4-yl)methyl]-7-isobutyl-5-methyl-3-(1-methyl-4-propionyl-1H-pyrrol-2-yl)-2H-pyrazolo[3,4-d]pyrimidine-4,6(5H,7H)-dione). Reaction SMILES: [NH:1]([C:3]1[N:8]([CH2:9][CH:10]([CH3:12])[CH3:11])[C:7](=[O:13])[N:6]([CH3:14])[C:5](=[O:15])[CH:4]=1)[NH2:2].[F:16][C:17]1[CH:18]=[C:19]2[C:24](=[CH:25][CH:26]=1)[N:23]=[CH:22][CH:21]=[C:20]2[CH:27]=O.[CH3:29][N:30]1[CH:34]=[C:33]([C:35](=[O:38])[CH2:36][CH3:37])[CH:32]=[C:31]1[CH:39]=O>>[F:16][C:17]1[CH:18]=[C:19]2[C:24](=[CH:25][CH:26]=1)[N:23]=[CH:22][CH:21]=[C:20]2[CH2:27][N:2]1[C:39]([C:31]2[N:30]([CH3:29])[CH:34]=[C:33]([C:35](=[O:38])[CH2:36][CH3:37])[CH:32]=2)=[C:4]2[C:3]([N:8]([CH2:9][CH:10]([CH3:11])[CH3:12])[C:7](=[O:13])[N:6]([CH3:14])[C:5]2=[O:15])=[N:1]1. Procedure: This compound was made following the procedure described above, starting with 6-hydrazino-1-isobutyl-3-methylpyrimidine-2,4(1H,3H)-dione, and condensing first with 6-fluoroquinoline-4-carbaldehyde, followed by 1-methyl-4-propionyl-1H-pyrrole-2-carbaldehyde. 517 (M+H). Starting materials: NC=1C=CC(=C(C1)[C@]1(N=C(OCC1(F)F)N)C)F ((R)-4-(5-amino-2-fluoro-phenyl)-5,5-difluoro-4-methyl-5,6-dihydro-4H-[1,3]oxazin-2-ylamine), CC=1C(=NOC1)C(=O)O (4-methyl-isoxazole-3-carboxylic acid). Product: NC=1OCC([C@@](N1)(C)C=1C=C(C=CC1F)NC(=O)C1=NOC=C1C)(F)F (4-Methyl-isoxazole-3-carboxylic acid [3-((R)-2-amino-5,5-difluoro-4-methyl-5,6-dihydro-4H-[1,3]oxazin-4-yl)-4-fluoro-phenyl]-amide). RXN SMILES: [NH2:1][C:2]1[CH:3]=[CH:4][C:5]([F:18])=[C:6]([C@:8]2([CH3:17])[C:13]([F:15])([F:14])[CH2:12][O:11][C:10]([NH2:16])=[N:9]2)[CH:7]=1.[CH3:19][C:20]1[C:21]([C:25](O)=[O:26])=[N:22][O:23][CH:24]=1>>[NH2:16][C:10]1[O:11][CH2:12][C:13]([F:14])([F:15])[C@:8]([C:6]2[CH:7]=[C:2]([NH:1][C:25]([C:21]3[C:20]([CH3:19])=[CH:24][O:23][N:22]=3)=[O:26])[CH:3]=[CH:4][C:5]=2[F:18])([CH3:17])[N:9]=1. Procedure details: The condensation of (R)-4-(5-amino-2-fluoro-phenyl)-5,5-difluoro-4-methyl-5,6-dihydro-4H-[1,3]oxazin-2-ylamine (intermediate XI-1) and 4-methyl-isoxazole-3-carboxylic acid following procedure I yielded the title compound as a white solid. MS (ISP): m/z=369.2 [M+H]+. Reported procedure: 1-t-Butoxycarbonyl-2,3-dihydro-7-methyl-4-nitroindole (2.169 g; 8.7 mmol) is dissolved in methanol (35 mL), treated with a catalytic amount of 10% palladium-on-carbon (210 mg) and placed under an atmosphere of hydrogen. The solution is allowed to stir overnight. The black suspension is filtered through Celite and the solvent is removed by rotary evaporation. The crude product is purified by silica gel flash column chromatography using 15% ethyl acetate/hexanes as eluent to afford 1.769 g of 1-t-... Reagents/catalysts: [Pd] (palladium-on-carbon). Run at time 8 hour. Yield: 81.9%. Reactants: C(C)(C)(C)OC(=O)N1CCC2=C(C=CC(=C12)C)[N+](=O)[O-] (1-t-Butoxycarbonyl-2,3-dihydro-7-methyl-4-nitroindole). Product: C(C)(C)(C)OC(=O)N1CCC2=C(C=CC(=C12)C)N (1-t-butoxycarbonyl-4-amino-2,3-dihydro-7-methylindole). RXN SMILES: [C:1]([O:5][C:6]([N:8]1[C:16]2[C:11](=[C:12]([N+:18]([O-])=O)[CH:13]=[CH:14][C:15]=2[CH3:17])[CH2:10][CH2:9]1)=[O:7])([CH3:4])([CH3:3])[CH3:2]>CO.[Pd]>[C:1]([O:5][C:6]([N:8]1[C:16]2[C:11](=[C:12]([NH2:18])[CH:13]=[CH:14][C:15]=2[CH3:17])[CH2:10][CH2:9]1)=[O:7])([CH3:4])([CH3:3])[CH3:2]. The solvent is CO (methanol).